This data is from the Open Reaction Database (ORD), a public repository of structured organic reaction records. The task is: describe an organic reaction: reactants, conditions, products, and yield Starting materials: BrBr (bromine), S([O-])(O)=O.[Na+] (sodium bisulfite), FC1=CC=C(C=C1)[N+](=O)[O-] (4-fluoronitrobenzene), C1(=CC=CC=C1)C(=C)O[Si](C)(C)C ([(1-phenyl-1-ethenyl)oxy]trimethylsilane), CN(C)[S+](N(C)C)N(C)C.C[Si-](C)(C)(F)F (TASF). Run in C1CCCCC1 (cyclohexane), C1CCOC1 (THF), C(C)#N (acetonitrile), C1CCOC1 (THF). Run at temperature -78 celsius, time 3 hour. Yields the product [N+](=O)([O-])C1=C(C=C(C=C1)F)CC(=O)C1=CC=CC=C1 (2-(2-Nitro-5-fluorophenyl)-1-phenylethanone). As a reaction SMILES: [F:1][C:2]1[CH:7]=[CH:6][C:5]([N+:8]([O-:10])=[O:9])=[CH:4][CH:3]=1.[C:11]1([C:17]([O:19][Si](C)(C)C)=[CH2:18])[CH:16]=[CH:15][CH:14]=[CH:13][CH:12]=1.CN([S+](N(C)C)N(C)C)C.C[Si-](F)(F)(C)C.BrBr.S(=O)(O)[O-].[Na+]>C1COCC1.C(#N)C.C1CCCCC1>[N+:8]([C:5]1[CH:6]=[CH:7][C:2]([F:1])=[CH:3][C:4]=1[CH2:18][C:17]([C:11]1[CH:16]=[CH:15][CH:14]=[CH:13][CH:12]=1)=[O:19])([O-:10])=[O:9] |f:2.3,5.6|. Reported procedure: To a solution of 2.12 mL (20 mmol) of 4-fluoronitrobenzene and 4.12 mL (21 mmol) of [(1-phenyl-1-ethenyl)oxy]trimethylsilane in 30 mL of THF at -78° C. was added 5.502 g (20 mmol) of TASF dissolved in 6 mL of acetonitrile and 5 mL of THF. After stirring for 3 hrs at -78° C., 1.00 mL (19.50 mmol) of bromine in 5 mL of cyclohexane was added dropwise. After being stirred for 15 min at -78° C., the mixture was warmed to room temperature and stirred further for 30 min. Thirty mL of saturated sodium b... The reactants are N1N=C(C=C1)CN1N=C(C2=C(C=CC=C12)NC(=O)C1=CN=C2N1C=CC=C2)CC (N-(1-((1H-pyrazol-3-yl)methyl)-3-ethyl-1H-indazol-4-yl)imidazo[1,2-a]pyridine-3-carboxamide), CN(C)C=O (DMF), BrCC (bromoethane), O.[OH-].[Cs+] (cesium hydroxide hydrate). Conditions: time 1 hour. The product is C(C)C1=NN(C2=CC=CC(=C12)NC(=O)C1=CN=C2N1C=CC=C2)CC2=NN(C=C2)CC (N-(3-ethyl-1-((1-ethyl-1H-pyrazol-3-yl)methyl)-1H-indazol-4-yl)imidazo[1,2-a]pyridine-3-carboxamide). The yield is 24.2%. As a reaction SMILES: [NH:1]1[CH:5]=[CH:4][C:3]([CH2:6][N:7]2[C:15]3[C:10](=[C:11]([NH:16][C:17]([C:19]4[N:23]5[CH:24]=[CH:25][CH:26]=[CH:27][C:22]5=[N:21][CH:20]=4)=[O:18])[CH:12]=[CH:13][CH:14]=3)[C:9]([CH2:28][CH3:29])=[N:8]2)=[N:2]1.CN(C=O)C.Br[CH2:36][CH3:37].O.[OH-].[Cs+]>>[CH2:28]([C:9]1[C:10]2[C:15](=[CH:14][CH:13]=[CH:12][C:11]=2[NH:16][C:17]([C:19]2[N:23]3[CH:24]=[CH:25][CH:26]=[CH:27][C:22]3=[N:21][CH:20]=2)=[O:18])[N:7]([CH2:6][C:3]2[CH:4]=[CH:5][N:1]([CH2:36][CH3:37])[N:2]=2)[N:8]=1)[CH3:29] |f:3.4.5|. Procedure details: To N-(1-((1H-pyrazol-3-yl)methyl)-3-ethyl-1H-indazol-4-yl)imidazo[1,2-a]pyridine-3-carboxamide (40 mg, 0.10 mmol; prepared as in Example 39, Step H) in dry DMF (519 μL, 0.10 mmol) was added bromoethane (11 mg, 0.10 mmol), cesium hydroxide hydrate (17 mg, 0.10 mmol) and 4 angstrom molecular sieves. The reaction mixture was stirred for one hour, filtered through an Acrodisk, rinsed with DCM and MeOH, and concentrated under a nitrogen stream to a residue. Preparative thin layer chromatography eluti... Starting materials: FC1=C(C=CC(=C1)F)[C@]([C@@H](C)N(CC(=O)OCC1=CC=CC=C1)C(C1=CC=C(C=C1)C(F)(F)F)=O)(CN1N=CN=C1)O ((2R*,3R*)-N-[3-(2,4-Difluorophenyl)-3-hydroxy-4-(1H-1,2,4-triazol-1-yl)-2-butyl]-N-[4-(trifluoromethyl)benzoyl]glycine, benzyl ester). The reagents and catalysts are [Pd] (palladium on charcoal). Solvent: C(C)O (ethanol). Product: FC1=C(C=CC(=C1)F)[C@]([C@@H](C)N(CC(=O)O)C(C1=CC=C(C=C1)C(F)(F)F)=O)(CN1N=CN=C1)O ((2R *,3R*)-N-[3-(2,4-Difluorophenyl)-3-hydroxy-4-(1H-1,2,4-triazol-1-yl)-2-butyl]-N-[4-(trifluoromethyl)benzoyl]glycine). Yield: 98.9%. RXN SMILES: [F:1][C:2]1[CH:7]=[C:6]([F:8])[CH:5]=[CH:4][C:3]=1[C@@:9]([OH:42])([CH2:36][N:37]1[CH:41]=[N:40][CH:39]=[N:38]1)[C@H:10]([N:12]([C:24](=[O:35])[C:25]1[CH:30]=[CH:29][C:28]([C:31]([F:34])([F:33])[F:32])=[CH:27][CH:26]=1)[CH2:13][C:14]([O:16]CC1C=CC=CC=1)=[O:15])[CH3:11]>C(O)C.[Pd]>[F:1][C:2]1[CH:7]=[C:6]([F:8])[CH:5]=[CH:4][C:3]=1[C@@:9]([OH:42])([CH2:36][N:37]1[CH:41]=[N:40][CH:39]=[N:38]1)[C@H:10]([N:12]([C:24](=[O:35])[C:25]1[CH:26]=[CH:27][C:28]([C:31]([F:32])([F:34])[F:33])=[CH:29][CH:30]=1)[CH2:13][C:14]([OH:16])=[O:15])[CH3:11]. Procedure details: To a solution of (2R*,3R*)-2-(2,4-difluorophenyl)-3-(N-benzyloxy carbonylmethylamino-N-4-trifluoromethylbenzoylamino)-1-(1H-1,2,4-triazol-1-yl)-2-butanol (3.4 g, 5.7 mmol) (obtained in example 26) in ethanol (90 mL) was added 10% palladium on charcoal (0.8 g) and the mixture was hydrogenated (1 atm) during 2 h. The mixture was filtered and the solvent removed in vacuo to afford the title product as a white solid (2.81 g, 99%). Reactants: COc1ccc(C(=O)Cl)cc1, CS(=O)(=O)c1ccc(Oc2ncnc3c2cnn3C2CCNCC2)cc1, O=C(O)C(F)(F)F, O. Product: COc1ccc(C(=O)N2CCC(n3ncc4c(Oc5ccc(S(C)(=O)=O)cc5)ncnc43)CC2)cc1. Reaction SMILES: [C:34]([c:35]1[cH:36][cH:37][c:38]([O:41][CH3:42])[cH:39][cH:40]1)(=[O:43])[Cl:44].[CH3:8][S:9](=[O:10])(=[O:11])[c:12]1[cH:13][cH:14][c:15]([O:16][c:17]2[c:18]3[c:19]([n:20][cH:21][n:22]2)[n:23]([CH:26]2[CH2:27][CH2:28][NH:29][CH2:30][CH2:31]2)[n:24][cH:25]3)[cH:32][cH:33]1.[F:1][C:2]([F:3])([F:4])[C:5]([OH:6])=[O:7].[OH2:45]>>[CH3:8][S:9](=[O:10])(=[O:11])[c:12]1[cH:13][cH:14][c:15]([O:16][c:17]2[c:18]3[c:19]([n:20][cH:21][n:22]2)[n:23]([CH:26]2[CH2:27][CH2:28][N:29]([C:34]([c:35]4[cH:36][cH:37][c:38]([O:41][CH3:42])[cH:39][cH:40]4)=[O:43])[CH2:30][CH2:31]2)[n:24][cH:25]3)[cH:32][cH:33]1.